Dataset: the Open Reaction Database (ORD), a public repository of structured organic reaction records. Task: describe an organic reaction: reactants, conditions, products, and yield Reactants: ClC1=CC=C(C=C1)C1(CC1)C(=O)O (1-(4-chlorophenyl)cyclopropanecarboxylic acid), C(C(=O)Cl)(=O)Cl (oxalyl chloride), NC1=C(C2=C(CN(CC2)CC)S1)C(=O)N (2-Amino-6-ethyl-4,5,6,7-tetrahydrothieno[2,3-c]pyridine-3-carboxamide), C(C)(C)N(CC)C(C)C (diisopropylethylamine). Reagents/catalysts: CN(C=O)C (N,N-dimethylformamide). Solvent: C(Cl)Cl (methylene chloride), O1CCCC1 (tetrahydrofuran). Run at time 1 hour. Yields the product ClC1=CC=C(C=C1)C1(CC1)C(=O)NC1=C(C2=C(CN(CC2)CC)S1)C(=O)N (2-[1-(4-chlorophenyl)cyclopropanecarboxamido]-6-ethyl-4,5,6,7-tetrahydrothieno[2,3-c]pyridine-3-carboxamide). Yield: 32.3%. Reaction SMILES: [Cl:1][C:2]1[CH:7]=[CH:6][C:5]([C:8]2([C:11]([OH:13])=O)[CH2:10][CH2:9]2)=[CH:4][CH:3]=1.C(Cl)(=O)C(Cl)=O.C(N(C(C)C)CC)(C)C.[NH2:29][C:30]1[S:40][C:33]2[CH2:34][N:35]([CH2:38][CH3:39])[CH2:36][CH2:37][C:32]=2[C:31]=1[C:41]([NH2:43])=[O:42]>C(Cl)Cl.CN(C)C=O.O1CCCC1>[Cl:1][C:2]1[CH:3]=[CH:4][C:5]([C:8]2([C:11]([NH:29][C:30]3[S:40][C:33]4[CH2:34][N:35]([CH2:38][CH3:39])[CH2:36][CH2:37][C:32]=4[C:31]=3[C:41]([NH2:43])=[O:42])=[O:13])[CH2:9][CH2:10]2)=[CH:6][CH:7]=1. Procedure: To a solution of 1-(4-chlorophenyl)cyclopropanecarboxylic acid (K1, 131 mg, 0.666 mmol) in anhydrous methylene chloride (3 mL) was added oxalyl chloride (0.100 mL, 1.17 mmol) followed by 2 drops of N,N-dimethylformamide at room temperature under nitrogen. After stirring at room temperature for 1 h, the reaction mixture was concentrated under reduced pressure. The resulting residue was dissolved in anhydrous tetrahydrofuran (3 mL). To the resulting solution was added diisopropylethylamine (0.200 ... Reactants: BrCCC1=NC=CN=C1 (2-(2-Bromo-ethyl)-pyrazine), N12C[C@@H](C(CC1)CC2)OC(=O)C2(CCCCCC2)C2=CC=CC=C2 (1-phenyl -cycloheptanecarboxylic acid (R)-(1-aza-bicyclo[2.2.2]oct-3-yl)ester). Run in C(C)#N (acetonitrile). Reaction conditions: time 68 hour. Product: [Br-].C1(=CC=CC=C1)C1(CCCCCC1)C(=O)O[C@H]1C[N+]2(CCC1CC2)CCC2=NC=CN=C2 ((R)-3-(1-Phenyl-cycloheptanecarbonyloxy)-1-(2-pyrazin-2-yl-ethyl)-azonia-bicyclo[2.2.2]octane bromide). Isolated yield 38.2%. Reaction SMILES: [Br:1][CH2:2][CH2:3][C:4]1[CH:9]=[N:8][CH:7]=[CH:6][N:5]=1.[N:10]12[CH2:17][CH2:16][CH:13]([CH2:14][CH2:15]1)[C@@H:12]([O:18][C:19]([C:21]1([C:28]3[CH:33]=[CH:32][CH:31]=[CH:30][CH:29]=3)[CH2:27][CH2:26][CH2:25][CH2:24][CH2:23][CH2:22]1)=[O:20])[CH2:11]2>C(#N)C>[Br-:1].[C:28]1([C:21]2([C:19]([O:18][C@@H:12]3[CH:13]4[CH2:16][CH2:17][N+:10]([CH2:2][CH2:3][C:4]5[CH:9]=[N:8][CH:7]=[CH:6][N:5]=5)([CH2:15][CH2:14]4)[CH2:11]3)=[O:20])[CH2:27][CH2:26][CH2:25][CH2:24][CH2:23][CH2:22]2)[CH:29]=[CH:30][CH:31]=[CH:32][CH:33]=1 |f:3.4|. Procedure details: 2-(2-Bromo-ethyl)-pyrazine (Example 32a) (43 mg) was added to a solution of 1-phenyl -cycloheptanecarboxylic acid (R)-(1-aza-bicyclo[2.2.2]oct-3-yl)ester (Example 14e) (50 mg) in acetonitrile (1 mL). The reaction mixture was allowed to stir at room temperature for 68 h. The volatiles were evaporated and the product was purified by silica gel chromatography eluting with 0-20% MeOH/dichloromethane. The relevant fractions were combined and concentrated, dissolved up in dichloromethane, filtered and...